Dataset: the Open Reaction Database (ORD), a public repository of structured organic reaction records. Task: describe an organic reaction: reactants, conditions, products, and yield Starting materials: Cl, [Li+], C1CCOC1, COC(=O)CCC1CCCCO1, [OH-]. Yields the product O=C(O)CCC1CCCCO1. RXN SMILES: [ClH:15].[Li+:1].[O:16]1[CH2:17][CH2:18][CH2:19][CH2:20]1.[O:3]1[CH:4]([CH2:9][CH2:10][C:11](=[O:12])[O:13][CH3:14])[CH2:5][CH2:6][CH2:7][CH2:8]1.[OH-:2]>>[O:3]1[CH:4]([CH2:9][CH2:10][C:11](=[O:12])[OH:13])[CH2:5][CH2:6][CH2:7][CH2:8]1. The reactants are C(C1=CC=CC=C1)N1CCC2=CC(=CC=C12)C=O (1-benzyl-5-formylindoline), [H][H] (hydrogen). The solvent is C(C)O (ethanol). Yields the product CC=1C=C2CCNC2=CC1 (5-methylindoline). Yield: 84.9%. RXN SMILES: C([N:8]1[C:16]2[C:11](=[CH:12][C:13]([CH:17]=O)=[CH:14][CH:15]=2)[CH2:10][CH2:9]1)C1C=CC=CC=1.[H][H]>C(O)C>[CH3:17][C:13]1[CH:12]=[C:11]2[C:16](=[CH:15][CH:14]=1)[NH:8][CH2:9][CH2:10]2. Procedure: Into a 200 mλ pressure resistant reactor (autoclave) equipped with a stirrer, 20 g (0.084 mol) of 1-benzyl-5-formylindoline and 100 mλ of ethanol were charged, and the interior of the reactor was flushed with nitrogen. 2 g of 10% Pd/C was introduced, and the reactor was closed, whereupon hydrogen was introduced from a hydrogen supply pipe and reacted at 80° C. for 6 hours while adjusting the initial pressure of hydrogen in the reactor to be 6 2 kg/cm. Upon confirming the ceasing of absorption of... Reactants: C(C)(C)(C)C1=CC(=C(C=C1)C=1N([C@@H]([C@@H](N1)C1=CC=C(C=C1)Cl)C1=CC=C(C=C1)Cl)C(=O)Cl)OCC ((4S,5R)-2-(4-tert-butyl-2-ethoxy-phenyl)-4,5-bis-(4-chloro-phenyl)-4,5-dihydro-imidazole-1-carbonyl chloride), N1(CCNCC1)CCC(=O)O (3-piperazin-1-yl-propionic acid). Yields the product Cl.C(C)(C)(C)C1=CC(=C(C=C1)C=1N([C@@H]([C@@H](N1)C1=CC=C(C=C1)Cl)C1=CC=C(C=C1)Cl)C(=O)N1CCN(CC1)CCC(=O)O)OCC (3-{4-[(4S,5R)-2-(4-tert-Butyl-2-ethoxy-phenyl)-4,5-bis-(4-chloro-phenyl)-4,5-dihydro-imidazole-1-carbonyl]-piperazin-1-yl}-propionic acid hydrochloride). As a reaction SMILES: [C:1]([C:5]1[CH:10]=[CH:9][C:8]([C:11]2[N:12]([C:30](Cl)=[O:31])[C@H:13]([C:23]3[CH:28]=[CH:27][C:26]([Cl:29])=[CH:25][CH:24]=3)[C@H:14]([C:16]3[CH:21]=[CH:20][C:19]([Cl:22])=[CH:18][CH:17]=3)[N:15]=2)=[C:7]([O:33][CH2:34][CH3:35])[CH:6]=1)([CH3:4])([CH3:3])[CH3:2].[N:36]1([CH2:42][CH2:43][C:44]([OH:46])=[O:45])[CH2:41][CH2:40][NH:39][CH2:38][CH2:37]1>>[ClH:22].[C:1]([C:5]1[CH:10]=[CH:9][C:8]([C:11]2[N:12]([C:30]([N:39]3[CH2:38][CH2:37][N:36]([CH2:42][CH2:43][C:44]([OH:46])=[O:45])[CH2:41][CH2:40]3)=[O:31])[C@H:13]([C:23]3[CH:24]=[CH:25][C:26]([Cl:29])=[CH:27][CH:28]=3)[C@H:14]([C:16]3[CH:21]=[CH:20][C:19]([Cl:22])=[CH:18][CH:17]=3)[N:15]=2)=[C:7]([O:33][CH2:34][CH3:35])[CH:6]=1)([CH3:4])([CH3:2])[CH3:3] |f:2.3|. Reported procedure: 3-{4-[(4S,5R)-2-(4-tert-Butyl-2-ethoxy-phenyl)-4,5-bis-(4-chloro-phenyl)-4,5-dihydro-imidazole-1-carbonyl]-piperazin-1-yl}-propionic acid hydrochloride was prepared from (4S,5R)-2-(4-tert-butyl-2-ethoxy-phenyl)-4,5-bis-(4-chloro-phenyl)-4,5-dihydro-imidazole-1-carbonyl chloride (example 11) and 3-piperazin-1-yl-propionic acid in an analogous manner as described in example 25. LR-MS: 651.4 [(M+H)+] Reactants: NC1=C(C(=NN1)C)C#N (5-amino-3-methylpyrazole-4-carbonitrile), CCCC(CC(CCC)=O)=O (4,6-nonanedione). The solvent is C(C)(=O)O (acetic acid). The product is CC1=NN2C(N=C(C=C2CCC)CCC)=C1C#N (2-methyl-5,7-dipropylpyrazolo[1,5-a]pyrimidine-3-carbonitrile). RXN SMILES: [NH2:1][C:2]1[NH:6][N:5]=[C:4]([CH3:7])[C:3]=1[C:8]#[N:9].[CH3:10][CH2:11][CH2:12][C:13](=O)[CH2:14][C:15](=O)[CH2:16][CH2:17][CH3:18]>C(O)(=O)C>[CH3:7][C:4]1[C:3]([C:8]#[N:9])=[C:2]2[N:1]=[C:13]([CH2:12][CH2:11][CH3:10])[CH:14]=[C:15]([CH2:16][CH2:17][CH3:18])[N:6]2[N:5]=1. Procedure: A stirred mixture of 4.88 g of 5-amino-3-methylpyrazole-4-carbonitrile and 6.25 g of 4,6-nonanedione in 50 ml of glacial acetic acid was heated at reflux for 10 hours. The reaction mixture after reflux was worked up as described in Example 50 to give 7.80 of 2-methyl-5,7-dipropylpyrazolo[1,5-a]pyrimidine-3-carbonitrile, mp 73°-74° C. Reactants: COC1=CC=C2C(N(C(NC2=C1)=O)CCCCN1CCC(=CC1)C1=CC=CC=C1)=O (7-methoxy-3-[4-[4-phenyl-1,2,3,6-tetrahydropyridin-1-yl)butyl]-1,2,3,4-tetrahydroquinazoline-2,4-dione), Br (hydrobromic acid), C(C)(=O)O (acetic acid). Solvent: C(C)O (ethanol). The product is Br.OC1=CC=C2C(N(C(NC2=C1)=O)CCCCN1CCC(=CC1)C1=CC=CC=C1)=O (7-hydroxy-3-[4-(4-phenyl-1,2,3,6-tetrahydropyridin-1-yl)butyl]-1,2,3,4-tetrahydroquinazoline-2,4-dione hydrobromide). Reaction SMILES: C[O:2][C:3]1[CH:12]=[C:11]2[C:6]([C:7](=[O:30])[N:8]([CH2:14][CH2:15][CH2:16][CH2:17][N:18]3[CH2:23][CH:22]=[C:21]([C:24]4[CH:29]=[CH:28][CH:27]=[CH:26][CH:25]=4)[CH2:20][CH2:19]3)[C:9](=[O:13])[NH:10]2)=[CH:5][CH:4]=1.[BrH:31].C(O)(=O)C>C(O)C>[BrH:31].[OH:2][C:3]1[CH:12]=[C:11]2[C:6]([C:7](=[O:30])[N:8]([CH2:14][CH2:15][CH2:16][CH2:17][N:18]3[CH2:19][CH:20]=[C:21]([C:24]4[CH:25]=[CH:26][CH:27]=[CH:28][CH:29]=4)[CH2:22][CH2:23]3)[C:9](=[O:13])[NH:10]2)=[CH:5][CH:4]=1 |f:4.5|. Procedure details: A mixture of 7-methoxy-3-[4-[4-phenyl-1,2,3,6-tetrahydropyridin-1-yl)butyl]-1,2,3,4-tetrahydroquinazoline-2,4-dione (0.2 g), 47% hydrobromic acid (2.6 ml) and acetic acid (6 ml) was refluxed for 28 hours. After cooling, the reaction mixture was diluted with ethanol and the precipitated crystals were collected. Recrystallization from ethanol afforded 7-hydroxy-3-[4-(4-phenyl-1,2,3,6-tetrahydropyridin-1-yl)butyl]-1,2,3,4-tetrahydroquinazoline-2,4-dione hydrobromide (0.1 g). Starting materials: CC(CCBr)C(=O)O, CO, O=S(=O)(O)O. Product: COC(=O)C(C)CCBr. As a reaction SMILES: [Br:1][CH2:2][CH2:3][CH:4]([C:5](=[O:6])[OH:7])[CH3:8].[CH3:14][OH:15].[S:9](=[O:10])(=[O:11])([OH:12])[OH:13]>>[Br:1][CH2:2][CH2:3][CH:4]([C:5]([O:6][CH3:14])=[O:7])[CH3:8]. Starting materials: COC(C(CC=1C=C2C=CNC2=CC1)OCCC=C)=O (rac-2-but-3-enyloxy-3-(1H-indol-5-yl)-propionic acid methyl ester), ClCC=1N=C(OC1C)C1=C(C=CC=C1)OC (4-chloromethyl-2-(2-methoxy-phenyl)-5-methyl-oxazole). Yields the product C(CC=C)OC(C(=O)O)CC=1C=C2C=CN(C2=CC1)CC=1N=C(OC1C)C1=C(C=CC=C1)OC (rac-2-but-3-enyloxy-3-{1-[2-(2-methoxy-phenyl)-5-methyl-oxazol-4-ylmethyl]-1H-indol-5-yl}-propionic acid). As a reaction SMILES: C[O:2][C:3](=[O:20])[CH:4]([O:15][CH2:16][CH2:17][CH:18]=[CH2:19])[CH2:5][C:6]1[CH:7]=[C:8]2[C:12](=[CH:13][CH:14]=1)[NH:11][CH:10]=[CH:9]2.Cl[CH2:22][C:23]1[N:24]=[C:25]([C:29]2[CH:34]=[CH:33][CH:32]=[CH:31][C:30]=2[O:35][CH3:36])[O:26][C:27]=1[CH3:28]>>[CH2:16]([O:15][CH:4]([CH2:5][C:6]1[CH:7]=[C:8]2[C:12](=[CH:13][CH:14]=1)[N:11]([CH2:22][C:23]1[N:24]=[C:25]([C:29]3[CH:34]=[CH:33][CH:32]=[CH:31][C:30]=3[O:35][CH3:36])[O:26][C:27]=1[CH3:28])[CH:10]=[CH:9]2)[C:3]([OH:2])=[O:20])[CH2:17][CH:18]=[CH2:19]. Procedure: In analogy to the procedure described in example 44, rac-2-but-3-enyloxy-3-(1H-indol-5-yl)-propionic acid methyl ester (preparation 9) was reacted with 4-chloromethyl-2-(2-methoxy-phenyl)-5-methyl-oxazole to give rac-2-but-3-enyloxy-3-{1-[2-(2-methoxy-phenyl)-5-methyl-oxazol-4-ylmethyl]-1H-indol-5-yl}-propionic acid as light brown oil. The reactants are C1(=CC=CC=C1)C(C1CCNCC1)C1=CC=CC=C1 (diphenyl-4-piperidylmethane), C(C=C)#N (acrylonitrile). Solvent: CCO (EtOH). Run at time 1.5 hour. Product: C1(=CC=CC=C1)C(C1CCN(CC1)CCC#N)C1=CC=CC=C1 (3-(4-Diphenylmethylpiperidin-1-yl)propionitrile). Isolated yield 49.0%. RXN SMILES: [C:1]1([CH:7]([C:14]2[CH:19]=[CH:18][CH:17]=[CH:16][CH:15]=2)[CH:8]2[CH2:13][CH2:12][NH:11][CH2:10][CH2:9]2)[CH:6]=[CH:5][CH:4]=[CH:3][CH:2]=1.[C:20](#[N:23])[CH:21]=[CH2:22]>CCO>[C:1]1([CH:7]([C:14]2[CH:19]=[CH:18][CH:17]=[CH:16][CH:15]=2)[CH:8]2[CH2:9][CH2:10][N:11]([CH2:22][CH2:21][C:20]#[N:23])[CH2:12][CH2:13]2)[CH:2]=[CH:3][CH:4]=[CH:5][CH:6]=1. Reported procedure: To a solution of diphenyl-4-piperidylmethane (810 mg, 3.22 mmol, 1.00 equiv) in EtOH (5 mL) was added acrylonitrile (0.53 mL, 8.06 mmol, 2.50 equiv) dropwise at 0° C. The mixture was stirred at room temperature for 1.5 hours and then concentrated. The residue was purified by flash chromatography (SiO2, EtOAc-hexane 9:1 to 2:1) to give 480 mg (49%) of white solid, which was characterized spectroscopically. RXN SMILES: [C:1]([O:2][C:3](=[O:4])[N:8]1[CH:9]2[CH:10]([CH2:11][CH2:12]1)[N:13]([S:26](=[O:27])(=[O:28])[CH3:29])[CH2:14][CH:15]2[c:16]1[cH:17][nH:18][c:19]2[cH:20][c:21]([F:25])[cH:22][cH:23][c:24]12)([CH3:5])([CH3:6])[CH3:7].[Cl:37][CH2:38][Cl:39].[F:30][C:31]([F:32])([F:33])[C:34]([OH:35])=[O:36]>>[NH:8]1[CH:9]2[CH:10]([CH2:11][CH2:12]1)[N:13]([S:26](=[O:27])(=[O:28])[CH3:29])[CH2:14][CH:15]2[c:16]1[cH:17][nH:18][c:19]2[cH:20][c:21]([F:25])[cH:22][cH:23][c:24]12. Yields the product CS(=O)(=O)N1CC(c2c[nH]c3cc(F)ccc23)C2NCCC21. Starting materials: CC(C)(C)OC(=O)N1CCC2C1C(c1c[nH]c3cc(F)ccc13)CN2S(C)(=O)=O, ClCCl, O=C(O)C(F)(F)F.